Dataset: the Open Reaction Database (ORD), a public repository of structured organic reaction records. Task: describe an organic reaction: reactants, conditions, products, and yield Reactants: NC1=C(C=O)C=CC=N1 (2-Aminonicotinaldehyde), CC(=O)C1=C(C=CC=C1F)F (2,6-difluoroacetophenone), [OH-].[K+] (KOH). The solvent is CO (MeOH). The product is FC1=C(C(=CC=C1)F)C1=NC2=NC=CC=C2C=C1 (2-(2',6'-Difluorophenyl)-1,8-naphthyridine). The yield is 78.4%. Reaction SMILES: [NH2:1][C:2]1[N:9]=[CH:8][CH:7]=[CH:6][C:3]=1[CH:4]=O.[CH3:10][C:11]([C:13]1[C:18]([F:19])=[CH:17][CH:16]=[CH:15][C:14]=1[F:20])=O.[OH-].[K+]>CO>[F:19][C:18]1[CH:17]=[CH:16][CH:15]=[C:14]([F:20])[C:13]=1[C:11]1[CH:10]=[CH:4][C:3]2[C:2](=[N:9][CH:8]=[CH:7][CH:6]=2)[N:1]=1 |f:2.3|. Procedure: 2-Aminonicotinaldehyde (2.44 g, 20 mmol) and 2,6-difluoroacetophenone (3.28 g, 21 mmol) are dissolved in 20 ml of MeOH. The mixture is treated dropwise with 3 ml of 40% KOH and, after the exothermic reaction has subsided, it is poured onto water and the residue which is deposited is filtered off with suction. 3.8 g (79% yield) of the desired product are obtained. M.p. 100°-103° C. Reactants: CN(C)C=O, Cc1ccccc1, Cc1cc(F)ccc1CO, O=S(Cl)Cl. Yields the product Cc1cc(F)ccc1CCl. As a reaction SMILES: [CH3:15][N:16]([CH3:17])[CH:18]=[O:19].[CH3:20][c:21]1[cH:22][cH:23][cH:24][cH:25][cH:26]1.[F:5][c:6]1[cH:7][c:8]([CH3:14])[c:9]([CH2:12][OH:13])[cH:10][cH:11]1.[S:1]([Cl:2])([Cl:3])=[O:4]>>[Cl:3][CH2:12][c:9]1[c:8]([CH3:14])[cH:7][c:6]([F:5])[cH:11][cH:10]1. Starting materials: C1=CC2=C(C=C1O)OC3=CC(=O)C=CC3=[N+]2[O-] (resazurin). The reagents and catalysts are [Zn] (Zinc). Solvent: O (water), [NH4+].[OH-] (NH4OH). Run at time 20 minute. Yields the product OC=1C=C2OC3=CC(C(=CC3=NC2=CC1)CCCO)=O (7-Hydroxy-2-(3-hydroxypropyl)phenoxazin-3-one). Reaction SMILES: [CH:1]1[C:6]([OH:7])=[CH:5][C:4]2[O:8][C:9]3[C:15](=[N+:16]([O-])[C:3]=2[CH:2]=1)[CH:14]=[CH:13][C:11](=[O:12])[CH:10]=3>O.[NH4+].[OH-].[Zn]>[OH:7][C:6]1[CH:5]=[C:4]2[C:3](=[CH:2][CH:1]=1)[N:16]=[C:15]1[C:9](=[CH:10][C:11](=[O:12])[C:13]([CH2:4][CH2:5][CH2:6][OH:7])=[CH:14]1)[O:8]2 |f:2.3|. Reported procedure: The crude resazurin compound was suspended in a mixture of 200 mL of water and 50 mL of conc. NH4OH. Zinc dust (2.0 g) was added and the suspension was stirred for 20 min. The resultant purple mixture was filtered, the filtrate was vigorously stirred on air to oxidize the leuco resorufin, the product of partial over reduction. The reaction was acidified with acetic acid, the brown solid formed was collected by filtration washed with water and dried. The yield was 2.1 g. The material contained ˜5... Starting materials: OCc1c(Br)sc2c(-c3cccnc3)ncn12, CC[Si](Cl)(CC)CC, CN(C)C=O, CCOC(C)=O, CCN(C(C)C)C(C)C. Product: CC[Si](CC)(CC)OCc1c(Br)sc2c(-c3cccnc3)ncn12. Reaction SMILES: [Br:18][c:19]1[c:20]([CH2:33][OH:34])[n:21]2[c:22]([s:23]1)[c:24](-[c:27]1[cH:28][n:29][cH:30][cH:31][cH:32]1)[n:25][cH:26]2.[CH2:10]([CH3:11])[Si:12]([CH2:13][CH3:14])([CH2:15][CH3:16])[Cl:17].[CH3:35][N:36]([CH3:37])[CH:38]=[O:39].[CH3:40][CH2:41][O:42][C:43](=[O:44])[CH3:45].[CH:1]([N:2]([CH:3]([CH3:4])[CH3:5])[CH2:6][CH3:7])([CH3:8])[CH3:9]>>[CH2:10]([CH3:11])[Si:12]([CH2:13][CH3:14])([CH2:15][CH3:16])[O:34][CH2:33][c:20]1[c:19]([Br:18])[s:23][c:22]2[n:21]1[cH:26][n:25][c:24]2-[c:27]1[cH:28][n:29][cH:30][cH:31][cH:32]1. Reactants: C([O-])([O-])=O.[K+].[K+] (potassium carbonate), [I-].[K+] (potassium iodide), N1CCCCC1 (piperidine), OC1=CC=C(C=C1)C1=NC2=C(C=CC=C2C(N1C)=O)C (2-(4-Hydroxyphenyl)-3,8-dimethyl-4(3H)-quinazolinone), ClCCCBr (1-chloro-3-bromopropane), C([O-])([O-])=O.[K+].[K+] (potassium carbonate). Solvent: C(C)(=O)OCC (ethyl acetate), CN(C)C=O (DMF). Conditions: temperature 80 celsius, time 4 hour. Product: CN1C(=NC2=C(C=CC=C2C1=O)C)C1=CC=C(C=C1)OCCCN1CCCCC1 (3,8-dimethyl-2-[4-(3-piperidin-1-ylpropoxy)phenyl]-4(3H)-quinazolinone). Yield: 8.6%. RXN SMILES: [OH:1][C:2]1[CH:7]=[CH:6][C:5]([C:8]2[N:17]([CH3:18])[C:16](=[O:19])[C:15]3[C:10](=[C:11]([CH3:20])[CH:12]=[CH:13][CH:14]=3)[N:9]=2)=[CH:4][CH:3]=1.Cl[CH2:22][CH2:23][CH2:24]Br.C(=O)([O-])[O-].[K+].[K+].[I-].[K+].[NH:34]1[CH2:39][CH2:38][CH2:37][CH2:36][CH2:35]1>CN(C=O)C.C(OCC)(=O)C>[CH3:18][N:17]1[C:16](=[O:19])[C:15]2[C:10](=[C:11]([CH3:20])[CH:12]=[CH:13][CH:14]=2)[N:9]=[C:8]1[C:5]1[CH:4]=[CH:3][C:2]([O:1][CH2:22][CH2:23][CH2:24][N:34]2[CH2:39][CH2:38][CH2:37][CH2:36][CH2:35]2)=[CH:7][CH:6]=1 |f:2.3.4,5.6|. Reported procedure: 2-(4-Hydroxyphenyl)-3,8-dimethyl-4(3H)-quinazolinone (500 mg, 1.88 mmol) was mixed with 1-chloro-3-bromopropane (326 mg, 2.07 mmol) and potassium carbonate (519 mg, 3.76 mmol) in DMF (5 ml), and stirred at 80° C. for 4 hours. After cooled to room temperature, potassium carbonate (519 mg, 3.76 mmol), potassium iodide (312 mg, 1.88 mmol) and piperidine (320 mg, 3.76 mmol) were added to the reaction solution, and further stirred at 80° C. for 12 hours. The reaction solution was diluted with ethyl a... The reactants are [Al+3], CC(C)CC(=O)Cl, COc1ccccc1, [Cl-], [Cl-], [Cl-], ClCCl. Yields the product COc1ccc(C(=O)CC(C)C)cc1. Reaction SMILES: [Al+3:9].[C:1]([CH2:2][CH:3]([CH3:4])[CH3:5])(=[O:6])[Cl:7].[CH3:12][O:13][c:14]1[cH:15][cH:16][cH:17][cH:18][cH:19]1.[Cl-:10].[Cl-:11].[Cl-:8].[Cl:20][CH2:21][Cl:22]>>[C:1]([CH2:2][CH:3]([CH3:4])[CH3:5])(=[O:6])[c:17]1[cH:16][cH:15][c:14]([O:13][CH3:12])[cH:19][cH:18]1. The reactants are C(CC)N1CCN(CC1)C1=CC=C(C=C1)C(C)=O (p-(4-propyl-1-piperazinyl)acetophenone), C[O-].[Na+] (sodium methoxide), C(#N)CC(=O)N (2-cyanoacetamide), [Na] (sodium), C(CC)N1CCN(CC1)C1=CC=C(C(=O)CC=O)C=C1 (p-(4-propyl-1-piperazinyl)benzoylacetaldehyde), C(=O)OCC (ethyl formate). Run in O1CCCC1 (tetrahydrofuran), O (water), O (water), O1CCCC1 (tetrahydrofuran), C(C)(=O)O (acetic acid). The product is N1CCCCC1 (piperidine), C(CC)N1CCN(CC1)C1=CC=C(C=C1)C=1NC(C(C#N)=CC1)=O (6-[p-(4-propyl-1-piperazinyl)phenyl]-1,2-dihydro-2-oxonicotinonitrile). As a reaction SMILES: [Na].[CH2:2]([N:5]1[CH2:10][CH2:9][N:8]([C:11]2[CH:21]=[CH:20][C:14]([C:15]([CH2:17][CH:18]=O)=O)=[CH:13][CH:12]=2)[CH2:7][CH2:6]1)[CH2:3][CH3:4].C[O-].[Na+].C(N1CCN(C2C=CC(C(=O)C)=CC=2)CC1)CC.C(OCC)=O.[C:48]([CH2:50][C:51]([NH2:53])=[O:52])#[N:49]>O.C(O)(=O)C.O1CCCC1>[NH:8]1[CH2:11][CH2:21][CH2:20][CH2:14][CH2:15]1.[CH2:2]([N:5]1[CH2:10][CH2:9][N:8]([C:11]2[CH:21]=[CH:20][C:14]([C:15]3[NH:53][C:51](=[O:52])[C:50](=[CH:18][CH:17]=3)[C:48]#[N:49])=[CH:13][CH:12]=2)[CH2:7][CH2:6]1)[CH2:3][CH3:4] |f:2.3,^1:0|. Procedure details: From a solution of the sodium salt of p-(4-propyl-1-piperazinyl)benzoylacetaldehyde in 150 ml. of water (prepared from 5.7 g. of sodium methoxide in 500 ml. of tetrahydrofuran, and a solution of 24.6 g. of p-(4-propyl-1-piperazinyl)acetophenone and 8.0 ml. of ethyl formate in 100 ml. of tetrahydrofuran), 8.4 g. of 2-cyanoacetamide and a solution consisting of 0.95 ml. of acetic acid, 4.0 ml. of water and 0.9 ml. of piperidine, there is obtained 6-[p-(4-propyl-1-piperazinyl)phenyl]-1,2-dihydro-2-...